The task is: describe an organic reaction: reactants, conditions, products, and yield. This data is from the Open Reaction Database (ORD), a public repository of structured organic reaction records. The reactants are C(C1=CC=CC=C1)OC1=CC(=C(C=C1)CC=1C(NNC1C(C)C)=O)C (4-[(4-benzyloxy-2-methylphenyl)methyl]-1,2-dihydro-5-isopropyl-3H-pyrazol-3-one), CC(=O)OC[C@@H]1[C@@H]([C@@H]([C@H]([C@H](O1)Br)OC(=O)C)OC(=O)C)OC(=O)C (acetobromo-α-D-galactose), CC(=O)OC[C@@H]1[C@H]([C@@H]([C@H]([C@H](O1)Br)OC(=O)C)OC(=O)C)OC(=O)C (acetobromo-α-D-glucose). The product is C(C)(=O)O[C@H]1[C@@H](O[C@@H]([C@@H]([C@@H]1OC(C)=O)OC(C)=O)COC(C)=O)OC1=NNC(=C1CC1=C(C=C(C=C1)OCC1=CC=CC=C1)C)C(C)C (3-(2,3,4,6-Tetra-O-acetyl-β-D-galactopyranosyloxy)-4-[(4-benzyloxy-2-methylphenyl)methyl]-5-isopropyl-1H-pyrazole). Reaction SMILES: [CH2:1]([O:8][C:9]1[CH:14]=[CH:13][C:12]([CH2:15][C:16]2[C:17](=[O:24])[NH:18][NH:19][C:20]=2[CH:21]([CH3:23])[CH3:22])=[C:11]([CH3:25])[CH:10]=1)[C:2]1[CH:7]=[CH:6][CH:5]=[CH:4][CH:3]=1.[CH3:26][C:27]([O:29][CH2:30][C@H:31]1[O:36][C@H:35](Br)[C@H:34]([O:38][C:39]([CH3:41])=[O:40])[C@@H:33]([O:42][C:43]([CH3:45])=[O:44])[C@H:32]1[O:46][C:47]([CH3:49])=[O:48])=[O:28].CC(OC[C@H]1O[C@H](Br)[C@H](OC(C)=O)[C@@H](OC(C)=O)[C@@H]1OC(C)=O)=O>>[C:39]([O:38][C@@H:34]1[C@@H:33]([O:42][C:43](=[O:44])[CH3:45])[C@@H:32]([O:46][C:47](=[O:48])[CH3:49])[C@@H:31]([CH2:30][O:29][C:27](=[O:28])[CH3:26])[O:36][C@H:35]1[O:24][C:17]1[C:16]([CH2:15][C:12]2[CH:13]=[CH:14][C:9]([O:8][CH2:1][C:2]3[CH:3]=[CH:4][CH:5]=[CH:6][CH:7]=3)=[CH:10][C:11]=2[CH3:25])=[C:20]([CH:21]([CH3:22])[CH3:23])[NH:19][N:18]=1)(=[O:40])[CH3:41]. Procedure details: The title compound was prepared in a similar manner to that described in Reference Example 12 using 4-[(4-benzyloxy-2-methylphenyl)methyl]-1,2-dihydro-5-isopropyl-3H-pyrazol-3-one and acetobromo-α-D-galactose instead of 4-{[4-(2-benzyloxycarbonyl-2-methylpropoxy)phenyl]methyl}-1,2-dihydro-5-isopropyl-3H-pyrazol-3-one and acetobromo-α-D-glucose, respectively. Reactants: BrC1CC(OC2=C1C=C(C=C2)C#N)(C)C (4-bromo-6-cyano-3,4-dihydro-2,2-dimethyl-2H-1-benzopyran), C1(=CC=CC=C1)NCCN (N-phenylethylenediamine), C(=O)(O)[O-].[Na+] (NaHCO3). The solvent is CN(C=O)C (N,N-dimethylformamide). Run at time 48 hour. The product is C(#N)C=1C=CC2=C(C(CC(O2)(C)C)NCCNC2=CC=CC=C2)C1 (N-(6-Cyano-2,2-dimethyl-3,4-dihydro-2H-1-benzopyran-4-yl)-N'-phenylethylenediamine). Yield: 409.3%. As a reaction SMILES: Br[CH:2]1[C:7]2[CH:8]=[C:9]([C:12]#[N:13])[CH:10]=[CH:11][C:6]=2[O:5][C:4]([CH3:15])([CH3:14])[CH2:3]1.[C:16]1([NH:22][CH2:23][CH2:24][NH2:25])[CH:21]=[CH:20][CH:19]=[CH:18][CH:17]=1.C([O-])(O)=O.[Na+]>CN(C)C=O>[C:12]([C:9]1[CH:10]=[CH:11][C:6]2[O:5][C:4]([CH3:15])([CH3:14])[CH2:3][CH:2]([NH:25][CH2:24][CH2:23][NH:22][C:16]3[CH:21]=[CH:20][CH:19]=[CH:18][CH:17]=3)[C:7]=2[CH:8]=1)#[N:13] |f:2.3|. Reported procedure: A solution of 4-bromo-6-cyano-3,4-dihydro-2,2-dimethyl-2H-1-benzopyran (0.75 g, 2.82 mmole, from Example 8,part B) and N-phenylethylenediamine (8.84 g, 10 eq.) containing NaHCO3 (2.40 g, 5 eq.) in N,N-dimethylformamide (15 ml) was stirred for 48 hours at room temperature. The reaction mixture was partitioned between ethyl acetate and distilled H2O. The organic phase was washed with distilled H2O, saturated NaCl solution, dried over Na2SO4 and evaporated in vacuo to obtain 3.71 g of an orange gum...